From a dataset of the Open Reaction Database (ORD), a public repository of structured organic reaction records. describe an organic reaction: reactants, conditions, products, and yield Reactants: CN(C)c1cc(NC(=O)OC(C)(C)C)c(NC(=O)CC(=O)c2cccc(-c3ccnn3C)c2)cc1C(F)(F)F, ClCCl, O=C(O)C(F)(F)F. The product is CN(C)c1cc2c(cc1C(F)(F)F)NC(=O)CC(c1cccc(-c3ccnn3C)c1)=N2. As a reaction SMILES: [C:1]([O:2][C:3](=[O:4])[NH:7][c:8]1[c:9]([NH:21][C:22]([CH2:23][C:24](=[O:5])[c:26]2[cH:27][c:28](-[c:32]3[n:33]([CH3:37])[n:34][cH:35][cH:36]3)[cH:29][cH:30][cH:31]2)=[O:38])[cH:10][c:11]([C:17]([F:18])([F:19])[F:20])[c:12]([N:14]([CH3:15])[CH3:16])[cH:13]1)([CH3:6])([CH3:25])[CH3:39].[Cl:47][CH2:48][Cl:49].[F:40][C:41]([F:42])([F:43])[C:44]([OH:45])=[O:46]>>[N:7]1=[C:24]([c:26]2[cH:27][c:28](-[c:32]3[n:33]([CH3:37])[n:34][cH:35][cH:36]3)[cH:29][cH:30][cH:31]2)[CH2:23][C:22](=[O:38])[NH:21][c:9]2[c:8]1[cH:13][c:12]([N:14]([CH3:15])[CH3:16])[c:11]([C:17]([F:18])([F:19])[F:20])[cH:10]2. The reactants are O=N[O-], COC(=O)c1sc2cccnc2c1N, [Na+], [Na+], [OH-], O, OP(O)P(O)O. Yields the product COC(=O)c1cc2ncccc2s1. RXN SMILES: [N:15]([O-:16])=[O:17].[NH2:1][c:2]1[c:3]([C:11](=[O:12])[O:13][CH3:14])[s:4][c:5]2[c:6]1[n:7][cH:8][cH:9][cH:10]2.[Na+:18].[Na+:20].[OH-:19].[OH2:27].[P:21]([P:22]([OH:23])[OH:24])([OH:25])[OH:26]>>[cH:2]1[c:3]([C:11](=[O:12])[O:13][CH3:14])[s:4][c:5]2[c:6]1[n:7][cH:8][cH:9][cH:10]2.